This data is from the Open Reaction Database (ORD), a public repository of structured organic reaction records. The task is: describe an organic reaction: reactants, conditions, products, and yield Starting materials: CC(C)(C)OC(=O)C(CS)NS(=O)(=O)c1ccc(Br)cc1, CCOC(=O)CCCn1ccc2c(Cl)nc(C)nc21, CN1CCCC1=O, CCN(C(C)C)C(C)C. Product: CCOC(=O)CCCn1ccc2c(SCC(NS(=O)(=O)c3ccc(Br)cc3)C(=O)OC(C)(C)C)nc(C)nc21. As a reaction SMILES: [C:20]([CH3:21])([CH3:22])([CH3:23])[O:24][C:25]([CH:26]([NH:27][S:28](=[O:29])(=[O:30])[c:31]1[cH:32][cH:33][c:34]([Br:37])[cH:35][cH:36]1)[CH2:38][SH:39])=[O:40].[CH2:1]([CH3:2])[O:3][C:4]([CH2:5][CH2:6][CH2:7][n:8]1[cH:9][cH:10][c:11]2[c:12]1[n:13][c:14]([CH3:18])[n:15][c:16]2[Cl:17])=[O:19].[CH3:50][N:51]1[CH2:52][CH2:53][CH2:54][C:55]1=[O:56].[CH:41]([N:42]([CH2:43][CH3:44])[CH:45]([CH3:46])[CH3:47])([CH3:48])[CH3:49]>>[CH2:1]([CH3:2])[O:3][C:4]([CH2:5][CH2:6][CH2:7][n:8]1[cH:9][cH:10][c:11]2[c:12]1[n:13][c:14]([CH3:18])[n:15][c:16]2[S:39][CH2:38][CH:26]([C:25]([O:24][C:20]([CH3:21])([CH3:22])[CH3:23])=[O:40])[NH:27][S:28](=[O:29])(=[O:30])[c:31]1[cH:32][cH:33][c:34]([Br:37])[cH:35][cH:36]1)=[O:19]. Reactants: ClC1=CC=C(C2OC3=CC=CC=C3C(C2)=O)C=C1 (4'-chloro flavanone), Cl.ClC1=CC=C(C2OC3=CC=CC=C3C(C2CN(C)C)=O)C=C1 (4'-chloro-3-dimethylaminomethyl flavanone hydrochloride). The product is ClC1=CC=C(C2OC3=CC=CC=C3C(C2=C)=O)C=C1 (4'-chloro-3-methylene flavanone). Yield: 35.8%. RXN SMILES: ClC1C=CC(C2CC(=O)C3C(=CC=CC=3)O2)=CC=1.Cl.[Cl:20][C:21]1[CH:41]=[CH:40][C:24]([CH:25]2[CH:34]([CH2:35]N(C)C)[C:33](=[O:39])[C:32]3[C:27](=[CH:28][CH:29]=[CH:30][CH:31]=3)[O:26]2)=[CH:23][CH:22]=1>>[Cl:20][C:21]1[CH:22]=[CH:23][C:24]([CH:25]2[C:34](=[CH2:35])[C:33](=[O:39])[C:32]3[C:27](=[CH:28][CH:29]=[CH:30][CH:31]=3)[O:26]2)=[CH:40][CH:41]=1 |f:1.2|. Procedure details: In a similar manner as described in Example 1, 10 g of 4'-chloro flavanone, as described in Bull. Soc. Chim. France 2248 (1963), was converted to 4.0 g of crude 4'-chloro-3-dimethylaminomethyl flavanone hydrochloride. The hydrochloride salt was recrystallized twice from acetone to give 1.1 g of crystals, m.p. 147°-149° C. The reactants are CN1CCNCC1 (N-methyl-piperazine), C([O-])([O-])=O.[K+].[K+] (potassium carbonate), ClCCCCBr (4-chloro-1-bromo-butane). As a reaction SMILES: [CH3:1][N:2]1[CH2:7][CH2:6][NH:5][CH2:4][CH2:3]1.C(=O)([O-])[O-].[K+].[K+].[Cl:14][CH2:15][CH2:16][CH2:17][CH2:18]Br>CC(C)=O>[CH3:1][N:2]1[CH2:7][CH2:6][N:5]([CH2:18][CH2:17][CH2:16][CH2:15][Cl:14])[CH2:4][CH2:3]1 |f:1.2.3|. Yield: 48.5%. Product: CN1CCN(CC1)CCCCCl (N-methyl-N′-(4-chlorobutyl)piperazine). Run in CC(=O)C (acetone). Procedure: In a 2 L three-necked round bottomed flask was added N-methyl-piperazine (100.16 g, 1.0 mol), acetone (1000 mL), and anhydrous potassium carbonate (276.42 g, 2.0 mol, 2.0 equiv.). The flask was equipped with a mechanical stirrer and a condenser. 4-chloro-1-bromo-butane (188.6 g, 1.1 mol, 1.1 equiv.) was added dropwise under continuous stirring at room temperature over a period of 30 min. The suspension mixture was then stirred at 40° C. The progress of the reaction was monitored by TLC, which co... Reaction conditions: time 30 minute. Starting materials: CCC(C)(C)c1ccc(C=O)cc1, CC(=O)O, CO, CCC=O, [K+], [OH-]. The product is CCC(C)(C)c1ccc(C=C(C)C=O)cc1. Reaction SMILES: [C:1]([CH3:2])([CH3:3])([CH2:4][CH3:5])[c:6]1[cH:7][cH:8][c:9]([CH:10]=[O:11])[cH:12][cH:13]1.[CH3:20][C:21](=[O:22])[OH:23].[CH3:24][OH:25].[CH:16]([CH2:17][CH3:18])=[O:19].[K+:15].[OH-:14]>>[C:1]([CH3:2])([CH3:3])([CH2:4][CH3:5])[c:6]1[cH:7][cH:8][c:9]([CH:10]=[C:17]([CH:16]=[O:19])[CH3:18])[cH:12][cH:13]1. Starting materials: C(C)(=O)N1CCN(CC1)CCN1C=2C=CC=CC2C(C2=CC=CC=C12)=O (10-[2-(4-acetyl-1-piperazinyl)ethyl]-9-acridanone), Br.N(N)C=1SCCN1 (2-hydrazino-2-thiazoline hydrobromide), C(C)(=O)[O-].[Na+] (sodium acetate), C(C(=O)Cl)(=O)Cl (oxalyl chloride). Solvent: C(C)#N (acetonitrile), CO (methanol). Yields the product S1C(NCC1)=NN=C1C2=CC=CC=C2N(C=2C=CC=CC12)CCN1CCN(CC1)C(C)=O (10-[2-(4-acetyl-1-piperazinyl)ethyl]-9-acridanone (2-thiazolidinylidene)hydrazone). Reaction SMILES: [C:1]([N:4]1[CH2:9][CH2:8][N:7]([CH2:10][CH2:11][N:12]2[C:25]3[C:20](=[CH:21][CH:22]=[CH:23][CH:24]=3)[C:19](=O)[C:18]3[CH:17]=[CH:16][CH:15]=[CH:14][C:13]2=3)[CH2:6][CH2:5]1)(=[O:3])[CH3:2].C(Cl)(=O)C(Cl)=O.Br.[NH:34]([C:36]1[S:37][CH2:38][CH2:39][N:40]=1)[NH2:35].C([O-])(=O)C.[Na+]>C(#N)C.CO>[S:37]1[CH2:38][CH2:39][NH:40][C:36]1=[N:34][N:35]=[C:19]1[C:20]2[CH:21]=[CH:22][CH:23]=[CH:24][C:25]=2[N:12]([CH2:11][CH2:10][N:7]2[CH2:8][CH2:9][N:4]([C:1](=[O:3])[CH3:2])[CH2:5][CH2:6]2)[C:13]2[C:18]1=[CH:17][CH:16]=[CH:15][CH:14]=2 |f:2.3,4.5|. Procedure: A suspension of 3.5 g of 10-[2-(4-acetyl-1-piperazinyl)ethyl]-9-acridanone in 100 ml of acetonitrile is treated with 1.7 ml of oxalyl chloride, suction filtered after 0.5 hour and the suction filter material (9-chloro-10-[2-(4-acetyl-1-piperazinyl)ethyl]acridinium chloride) is washed successively with acetonitrile and ether. A mixture of the substance obtained is heated to boiling under reflux with 2 g of 2-hydrazino-2-thiazoline hydrobromide, 2.5 g of sodium acetate and 100 ml of methanol and e... The product is OC1CC(N(C(C1)(C)C)OCC(C)(C)O)(C)C (4-Hydroxy-1-(2-hydroxy-2-methylpropoxy)-2,2,6,6-tetramethylpiperidine). The reactants are OO (hydrogen peroxide), N=O (nitroxyl), OO (hydrogen peroxide), C(C)(C)(C)O (tert-butyl alcohol), OC1CC(N(C(C1)(C)C)O)(C)C (4-hydroxy-1-oxyl-2,2,6,6-tetramethylpiperidine), ferrous chloride tetrahydrate, C(C)(C)(C)O (tert-butyl alcohol). Procedure: A solution of 50.7 g (0.75 mol) of 50% aqueous hydrogen peroxide mixed with 25 mL of tert-butyl alcohol is added over two hours to a mixture of 25.8 g (0.15 mol) of 4-hydroxy-1-oxyl-2,2,6,6-tetramethylpiperidine, 8.95 g (0.045 mol) of ferrous chloride tetrahydrate and 110 mL of tert-butyl alcohol at 50° C. The reaction mixture is then maintained at 50° C. for six hours and monitored by gas chromatography. Another 17.7 g (0.26 mol) of 50% hydrogen peroxide is added and the reaction mixture is hea... RXN SMILES: OO.[OH:3][CH:4]1[CH2:9][C:8]([CH3:11])([CH3:10])[N:7]([OH:12])[C:6]([CH3:14])([CH3:13])[CH2:5]1.N=O.[C:17]([OH:21])([CH3:20])([CH3:19])[CH3:18]>>[OH:3][CH:4]1[CH2:9][C:8]([CH3:10])([CH3:11])[N:7]([O:12][CH2:18][C:17]([OH:21])([CH3:20])[CH3:19])[C:6]([CH3:14])([CH3:13])[CH2:5]1. Conditions: temperature 50 celsius.